This data is from the Open Reaction Database (ORD), a public repository of structured organic reaction records. The task is: describe an organic reaction: reactants, conditions, products, and yield The reactants are C(C(=O)OCC)(=O)OCC (diethyl oxalate), C(C)(=O)C1COC2=CC=CC=C2C1=O (3-acetyl-4-chromanone), [H-].[Na+] (sodium hydride), C(C)(=O)O (acetic acid). The solvent is O1CCCC1 (tetrahydrofuran), O1CCCC1 (tetrahydrofuran). Conditions: temperature -40 celsius. Yields the product C(C)OC(C(CC(=O)C1COC2=CC=CC=C2C1=O)=O)=O (4-(4-chromanon-3-yl)-2,4-dioxobutyric acid ethyl ester), VII. As a reaction SMILES: [C:1]([CH:4]1[C:13](=[O:14])[C:12]2[C:7](=[CH:8][CH:9]=[CH:10][CH:11]=2)[O:6][CH2:5]1)(=[O:3])[CH3:2].[H-].[Na+].[C:17](OCC)(=[O:23])[C:18]([O:20][CH2:21][CH3:22])=[O:19].C(O)(=O)C>O1CCCC1>[CH2:21]([O:20][C:18](=[O:19])[C:17](=[O:23])[CH2:2][C:1]([CH:4]1[C:13](=[O:14])[C:12]2[C:7](=[CH:8][CH:9]=[CH:10][CH:11]=2)[O:6][CH2:5]1)=[O:3])[CH3:22] |f:1.2|. Reported procedure: A solution of 3-acetyl-4-chromanone (1.8 g, 9.5 mmoles, described in Example 5) in dry tetrahydrofuran (20 ml) is added dropwise to a suspension of 57% sodium hydride (1.17 g, 28.5 mmoles) in tetrahydrofuran (30 ml) and the mixture is heated at reflux temperature for 15 min. A solution of diethyl oxalate (1.39 g, 9.5 mmoles) is added dropwise under an atmosphere of nitrogen. The reaction mixture is heated at reflux temperature overnight and cooled to -40° C. A solution of 50% aqueous acetic acid... Reactants: CCN(C(C)C)C(C)C, CCCN(CC1CC1)c1cc(C(=O)O)ncn1, COC(=O)Cl, ClCCl, Nc1cccc(Cn2cccn2)c1. Yields the product CCCN(CC1CC1)c1cc(C(=O)Nc2cccc(Cn3cccn3)c2)ncn1. Reaction SMILES: [CH:18]([N:19]([CH:20]([CH3:21])[CH3:22])[CH2:23][CH3:24])([CH3:25])[CH3:26].[CH:1]1([CH2:4][N:5]([c:6]2[cH:7][c:8]([C:12](=[O:13])[OH:14])[n:9][cH:10][n:11]2)[CH2:15][CH2:16][CH3:17])[CH2:2][CH2:3]1.[Cl:27][C:28]([O:29][CH3:30])=[O:31].[Cl:45][CH2:46][Cl:47].[n:32]1([CH2:37][c:38]2[cH:39][c:40]([NH2:41])[cH:42][cH:43][cH:44]2)[n:33][cH:34][cH:35][cH:36]1>>[CH:1]1([CH2:4][N:5]([c:6]2[cH:7][c:8]([C:12](=[O:14])[NH:41][c:40]3[cH:39][c:38]([CH2:37][n:32]4[n:33][cH:34][cH:35][cH:36]4)[cH:44][cH:43][cH:42]3)[n:9][cH:10][n:11]2)[CH2:15][CH2:16][CH3:17])[CH2:2][CH2:3]1. Reactants: Br[Mg]c1ccccc1, C1CCOC1, O=C(c1ccc2c(cnn2-c2ccccc2)c1)C1CC1. The product is OC(c1ccccc1)(c1ccc2c(cnn2-c2ccccc2)c1)C1CC1. As a reaction SMILES: [Br:21][Mg:22][c:23]1[cH:24][cH:25][cH:26][cH:27][cH:28]1.[CH2:29]1[O:30][CH2:31][CH2:32][CH2:33]1.[CH:1]1([C:4](=[O:5])[c:6]2[cH:7][c:8]3[cH:9][n:10][n:11](-[c:15]4[cH:16][cH:17][cH:18][cH:19][cH:20]4)[c:12]3[cH:13][cH:14]2)[CH2:2][CH2:3]1>>[CH:1]1([C:4]([OH:5])([c:6]2[cH:7][c:8]3[cH:9][n:10][n:11](-[c:15]4[cH:16][cH:17][cH:18][cH:19][cH:20]4)[c:12]3[cH:13][cH:14]2)[c:23]2[cH:24][cH:25][cH:26][cH:27][cH:28]2)[CH2:2][CH2:3]1. Starting materials: ClCCl, C(=NC1CCCCC1)=NC1CCCCC1, Cl, O=C(O)CCCN1CCCCC1, CCCCCC(C)C(C)c1cc(N)c2c(c1)OC(C)(C)c1ccncc1-2. Yields the product Cl, CCCCCC(C)C(C)c1cc(NC(=O)CCCN2CCCCC2)c2c(c1)OC(C)(C)c1ccncc1-2. As a reaction SMILES: [CH2:55]([Cl:56])[Cl:57].[CH:40]1([N:41]=[C:42]=[N:43][CH:44]2[CH2:45][CH2:46][CH2:47][CH2:48][CH2:49]2)[CH2:50][CH2:51][CH2:52][CH2:53][CH2:54]1.[ClH:27].[N:28]1([CH2:34][CH2:35][CH2:36][C:37](=[O:38])[OH:39])[CH2:29][CH2:30][CH2:31][CH2:32][CH2:33]1.[NH2:1][c:2]1[cH:3][c:4]([CH:18]([CH:19]([CH2:20][CH2:21][CH2:22][CH2:23][CH3:24])[CH3:25])[CH3:26])[cH:5][c:6]2[c:7]1-[c:8]1[cH:9][n:10][cH:11][cH:12][c:13]1[C:14]([CH3:16])([CH3:17])[O:15]2>>[ClH:27].[NH:1]([c:2]1[cH:3][c:4]([CH:18]([CH:19]([CH2:20][CH2:21][CH2:22][CH2:23][CH3:24])[CH3:25])[CH3:26])[cH:5][c:6]2[c:7]1-[c:8]1[cH:9][n:10][cH:11][cH:12][c:13]1[C:14]([CH3:16])([CH3:17])[O:15]2)[C:37]([CH2:36][CH2:35][CH2:34][N:28]1[CH2:29][CH2:30][CH2:31][CH2:32][CH2:33]1)=[O:38].